This data is from the Open Reaction Database (ORD), a public repository of structured organic reaction records. The task is: describe an organic reaction: reactants, conditions, products, and yield RXN SMILES: [C:1]1([CH2:7][O:8][C:9]([NH:11][CH2:12][CH2:13][C:14]2[CH:19]=[CH:18][C:17]([OH:20])=[CH:16][CH:15]=2)=[O:10])[CH:6]=[CH:5][CH:4]=[CH:3][CH:2]=1.C(Cl)(Cl)Cl.[OH-:25].[Na+].[CH3:27][CH2:28]OCC.C[C:33](=[O:36])[CH2:34][CH3:35]>>[C:1]1([CH2:7][O:8][C:9]([NH:11][CH2:12][CH2:13][C:14]2[CH:15]=[CH:16][C:17]([O:20][C:34]([CH3:35])([CH2:27][CH3:28])[C:33]([OH:36])=[O:25])=[CH:18][CH:19]=2)=[O:10])[CH:2]=[CH:3][CH:4]=[CH:5][CH:6]=1 |f:2.3|. Procedure: A solution of 4-(2-(phenylmethyloxycarbonylamino)ethyl)phenol (5.74 g; 21.16 mmole) in 2-butanone (17 mL) and chloroform (6 g) was added dropwise to a mixture of sodium hydroxide (9.0 g; 225 mmole) and 2-butanone (67 mL) whilst keeping the reaction temperature below 30° C. The mixture was allowed to stir at 30° C. for 4 h. Ether (100 mL) was added and the resultant solid was collected by filtration and washed with ether (100 mL). The solid was dissolved in water (70 mL) and any residual ether re... Conditions: temperature 30 celsius, time 4 hour. The product is C1(=CC=CC=C1)COC(=O)NCCC1=CC=C(OC(C(=O)O)(CC)C)C=C1 (2-(4-(2-(Phenylmethyloxycarbonylamino)ethyl)phenoxy)-2-methylbutanoic Acid). Starting materials: CCOCC (Ether), C1(=CC=CC=C1)COC(=O)NCCC1=CC=C(C=C1)O (4-(2-(phenylmethyloxycarbonylamino)ethyl)phenol), C(Cl)(Cl)Cl (chloroform), [OH-].[Na+] (sodium hydroxide), CC(CC)=O (2-butanone), CC(CC)=O (2-butanone). The reactants are Cl.NN (Hydrazine hydrochloride), C(C(=O)OCC)(=O)OCC (diethyl oxalate), C1(CCCC1)=O (Cyclopentanone), [O-]CC.[Na+] (sodium ethoxide). Solvent: C(C)O (ethanol), O (water), C(C)O (ethanol). Conditions: temperature 75 celsius, time 10 minute. Yields the product C(C)OC(=O)C1=NNC2=C1CCC2 (1,4,5,6-tetrahydro-cyclopentapyrazole-3-carboxylic acid ethyl ester), solid. The yield is 75.7%. As a reaction SMILES: [C:1]1(=O)[CH2:5][CH2:4][CH2:3][CH2:2]1.[O-]CC.[Na+].[C:11](OCC)(=O)[C:12]([O:14][CH2:15][CH3:16])=[O:13].Cl.[NH2:22][NH2:23]>C(O)C.O>[CH2:15]([O:14][C:12]([C:11]1[C:2]2[CH2:3][CH2:4][CH2:5][C:1]=2[NH:23][N:22]=1)=[O:13])[CH3:16] |f:1.2,4.5|. Reported procedure: Cyclopentanone (10.0 g, 118.9 mmol) was taken up in absolute ethanol (30 cm3) and sodium ethoxide (53 cm3, 21% in ethanol, 143 mmol) was added. The resulting solution was stirred under argon for 10 minutes, then diethyl oxalate (19.1 g, 131 mmol) added. Further ethanol (10 cm3) was added and the solution heated at 75° C. for 3 hours and cooled to room temperature. Hydrazine hydrochloride (8.15 g, 119 mmol), taken up in water (20 cm3) was added and the solution heated to 75° C. overnight. Solvent... The reactants are Cl[Cu], Cl, O=N[O-], CC(C(=O)O)c1ccc(N)c(CC(=O)O)c1, [Na+], [Na+], [Na], [Na], [OH-]. The product is CC(C(=O)O)c1ccc(Cl)c(CC(=O)O)c1. RXN SMILES: [Cl:26][Cu:27].[ClH:21].[N:22]([O-:23])=[O:24].[NH2:3][c:4]1[c:5]([CH2:15][C:16](=[O:17])[OH:18])[cH:6][c:7]([CH:10]([C:11](=[O:12])[OH:13])[CH3:14])[cH:8][cH:9]1.[Na+:20].[Na+:25].[Na:1].[Na:2].[OH-:19]>>[c:4]1([Cl:21])[c:5]([CH2:15][C:16](=[O:17])[OH:18])[cH:6][c:7]([CH:10]([C:11](=[O:12])[OH:13])[CH3:14])[cH:8][cH:9]1. Reactants: ClCCl, CC1(CCO)COC(C)(C)O1, O=[Cr](=O)(O)Cl, c1ccncc1. Product: CC1(CC=O)COC(C)(C)O1. Reaction SMILES: [CH2:23]([Cl:24])[Cl:25].[CH3:1][C:2]1([CH3:11])[O:3][CH2:4][C:5]([CH2:7][CH2:8][OH:9])([CH3:10])[O:6]1.[Cr:12]([Cl:13])([OH:14])(=[O:15])=[O:16].[n:17]1[cH:18][cH:19][cH:20][cH:21][cH:22]1>>[CH3:1][C:2]1([CH3:11])[O:3][CH2:4][C:5]([CH2:7][CH:8]=[O:9])([CH3:10])[O:6]1. The reactants are [BH4-], CCCC[N+](CCCC)(CCCC)CCCC, ClCCl, COC1(NC(=O)COc2ccccc2)C(=O)N2C(C(=O)OCOC(=O)C(C)(C)C)C(C)C(=O)C21. The product is COC1(NC(=O)COc2ccccc2)C(=O)N2C(C(=O)OCOC(=O)C(C)(C)C)C(C)C(O)C21. As a reaction SMILES: [BH4-:35].[CH2:36]([N+:37]([CH2:38][CH2:39][CH2:40][CH3:41])([CH2:42][CH2:43][CH2:44][CH3:45])[CH2:46][CH2:47][CH2:48][CH3:49])[CH2:50][CH2:51][CH3:52].[CH2:53]([Cl:54])[Cl:55].[CH3:1][O:2][C:3]1([NH:24][C:25]([CH2:26][O:27][c:28]2[cH:29][cH:30][cH:31][cH:32][cH:33]2)=[O:34])[CH:4]2[N:5]([CH:6]([C:11](=[O:12])[O:13][CH2:14][O:15][C:16]([C:17]([CH3:18])([CH3:19])[CH3:20])=[O:21])[CH:7]([CH3:10])[C:8]2=[O:9])[C:22]1=[O:23]>>[CH3:1][O:2][C:3]1([NH:24][C:25]([CH2:26][O:27][c:28]2[cH:29][cH:30][cH:31][cH:32][cH:33]2)=[O:34])[CH:4]2[N:5]([CH:6]([C:11](=[O:12])[O:13][CH2:14][O:15][C:16]([C:17]([CH3:18])([CH3:19])[CH3:20])=[O:21])[CH:7]([CH3:10])[CH:8]2[OH:9])[C:22]1=[O:23]. Reactants: ClCCl, CS(C)=O, O, O, O, O, O, O, OO, CC1(C)CC(O)CC(C)(C)N1O, O=S(=O)(O)O. Yields the product CON1C(C)(C)CC(O)CC1(C)C. As a reaction SMILES: [CH2:29]([Cl:30])[Cl:31].[CH3:25][S:26](=[O:27])[CH3:28].[OH2:15].[OH2:16].[OH2:17].[OH2:18].[OH2:19].[OH2:32].[OH:1][OH:2].[OH:3][CH:4]1[CH2:5][C:6]([CH3:13])([CH3:14])[N:7]([OH:12])[C:8]([CH3:10])([CH3:11])[CH2:9]1.[S:20]([OH:21])([OH:22])(=[O:23])=[O:24]>>[OH:3][CH:4]1[CH2:5][C:6]([CH3:13])([CH3:14])[N:7]([O:12][CH3:25])[C:8]([CH3:10])([CH3:11])[CH2:9]1. The reactants are CO, Cl, O=CN1CCN(c2ccc(-c3ccc(F)cc3)cn2)CC1. Product: Cl, Fc1ccc(-c2ccc(N3CCNCC3)nc2)cc1. As a reaction SMILES: [CH3:23][OH:24].[ClH:22].[F:1][c:2]1[cH:3][cH:4][c:5](-[c:8]2[cH:9][cH:10][c:11]([N:14]3[CH2:15][CH2:16][N:17]([CH:20]=[O:21])[CH2:18][CH2:19]3)[n:12][cH:13]2)[cH:6][cH:7]1>>[ClH:22].[F:1][c:2]1[cH:3][cH:4][c:5](-[c:8]2[cH:9][cH:10][c:11]([N:14]3[CH2:15][CH2:16][NH:17][CH2:18][CH2:19]3)[n:12][cH:13]2)[cH:6][cH:7]1.